Dataset: the Open Reaction Database (ORD), a public repository of structured organic reaction records. Task: describe an organic reaction: reactants, conditions, products, and yield The reactants are solid, BrC1=CC(=CC=2C=C3N(C12)CCCNC3=O)C (7-bromo-9-methyl-2,3,4,5-tetrahydro-[1,4]diazepino[1,2-a]indol-1-one), BrC1=CC(=CC=2C=C3N(C12)CCCNC3=O)C (7-bromo-9-methyl-2,3,4,5-tetrahydro-[1,4]diazepino[1,2-a]indol-1-one), FC1=CC=C(C=C1)B(O)O (4-fluoro-phenylboronic acid). Yields the product FC1=CC=C(C=C1)C1=CC(=CC=2C=C3N(C12)CCCNC3=O)C (7-(4-Fluoro-phenyl)-9-methyl-2,3,4,5-tetrahydro-[1,4]diazepino[1,2-a]indol-1-one). Reaction SMILES: Br[C:2]1[C:10]2[N:9]3[CH2:11][CH2:12][CH2:13][NH:14][C:15](=[O:16])[C:8]3=[CH:7][C:6]=2[CH:5]=[C:4]([CH3:17])[CH:3]=1.[F:18][C:19]1[CH:24]=[CH:23][C:22](B(O)O)=[CH:21][CH:20]=1>>[F:18][C:19]1[CH:24]=[CH:23][C:22]([C:2]2[C:10]3[N:9]4[CH2:11][CH2:12][CH2:13][NH:14][C:15](=[O:16])[C:8]4=[CH:7][C:6]=3[CH:5]=[C:4]([CH3:17])[CH:3]=2)=[CH:21][CH:20]=1. Procedure: The title compound, white solid (40.5 mg, 77%), MS (ISP) m/z=309.5 [(M+H)+], mp 234.5° C., was prepared in accordance with the general method of example 1 from 7-bromo-9-methyl-2,3,4,5-tetrahydro-[1,4]diazepino[1,2-a]indol-1-one (intermediate 11) (50 mg, 0.17 mmol) and commercially available 4-fluoro-phenylboronic acid (31 mg, 0.22 mmol).